Task: describe an organic reaction: reactants, conditions, products, and yield. Dataset: the Open Reaction Database (ORD), a public repository of structured organic reaction records Reactants: CN(C)C=O, O=S(=O)(Cl)c1ccc(F)cc1, CC(C)N1CCC(Oc2ccc3[nH]c(C(=O)N4CCC(F)(F)CC4)cc3c2)CC1, [H-], [Na+]. Product: CC(C)N1CCC(Oc2ccc3c(c2)cc(C(=O)N2CCC(F)(F)CC2)n3S(=O)(=O)c2ccc(F)cc2)CC1. RXN SMILES: [CH3:43][N:44]([CH3:45])[CH:46]=[O:47].[F:32][c:33]1[cH:34][cH:35][c:36]([S:39](=[O:40])(=[O:41])[Cl:42])[cH:37][cH:38]1.[F:3][C:4]1([F:31])[CH2:5][CH2:6][N:7]([C:10](=[O:11])[c:12]2[nH:13][c:14]3[cH:15][cH:16][c:17]([O:21][CH:22]4[CH2:23][CH2:24][N:25]([CH:28]([CH3:29])[CH3:30])[CH2:26][CH2:27]4)[cH:18][c:19]3[cH:20]2)[CH2:8][CH2:9]1.[H-:1].[Na+:2]>>[F:3][C:4]1([F:31])[CH2:5][CH2:6][N:7]([C:10](=[O:11])[c:12]2[n:13]([S:39]([c:36]3[cH:35][cH:34][c:33]([F:32])[cH:38][cH:37]3)(=[O:40])=[O:41])[c:14]3[cH:15][cH:16][c:17]([O:21][CH:22]4[CH2:23][CH2:24][N:25]([CH:28]([CH3:29])[CH3:30])[CH2:26][CH2:27]4)[cH:18][c:19]3[cH:20]2)[CH2:8][CH2:9]1.